From a dataset of the Open Reaction Database (ORD), a public repository of structured organic reaction records. describe an organic reaction: reactants, conditions, products, and yield Starting materials: C([O-])([O-])=O.[Na+].[Na+] (sodium carbonate), C(C)(=O)OCC (Ethyl acetate), BrC=1C=C(C=CC1)C(CC)(O[Si](C)(C)C)CC ([1-(3-bromo-phenyl)-1-ethyl-propoxy]-trimethyl-silane), C(C)C(CC)(C1=CC(=C(C=C1)B1OC(C(O1)(C)C)(C)C)C)C1=CC(=C(OC[C@H]2CCC(O2)=O)C=C1)C ((R)-5-(4-{1-ethyl-1-[3-methyl-4-(4,4,5,5-tetramethyl-[1,3,2]dioxaborolan-2-yl)-phenyl]-propyl}-2-methyl-phenoxymethyl)-dihydro-furan-2-one). Solvent: CN(C=O)C (N,N-dimethylformamide). Reaction conditions: temperature 85 celsius, time 13.5 hour. Product: C(C)C(CC)(C1=CC(=C(C=C1)C1=CC(=CC=C1)C(CC)(O[Si](C)(C)C)CC)C)C1=CC(=C(OC[C@H]2CCC(O2)=O)C=C1)C ((R)-5-(4-{1-ethyl-1-[3′-(1-ethyl-1-trimethylsilanyloxy-propyl)-2-methyl-biphenyl-4-yl]-propyl}-2-methyl-phenoxymethyl)-dihydro-furan-2-one). Isolated yield 49.1%. Reaction SMILES: C(=O)([O-])[O-].[Na+].[Na+].Br[C:8]1[CH:9]=[C:10]([C:14]([CH2:22][CH3:23])([O:17][Si:18]([CH3:21])([CH3:20])[CH3:19])[CH2:15][CH3:16])[CH:11]=[CH:12][CH:13]=1.[CH2:24]([C:26]([C:45]1[CH:58]=[CH:57][C:48]([O:49][CH2:50][C@@H:51]2[O:55][C:54](=[O:56])[CH2:53][CH2:52]2)=[C:47]([CH3:59])[CH:46]=1)([C:29]1[CH:34]=[CH:33][C:32](B2OC(C)(C)C(C)(C)O2)=[C:31]([CH3:44])[CH:30]=1)[CH2:27][CH3:28])[CH3:25].C(OCC)(=O)C>CN(C)C=O>[CH2:24]([C:26]([C:45]1[CH:58]=[CH:57][C:48]([O:49][CH2:50][C@@H:51]2[O:55][C:54](=[O:56])[CH2:53][CH2:52]2)=[C:47]([CH3:59])[CH:46]=1)([C:29]1[CH:34]=[CH:33][C:32]([C:8]2[CH:13]=[CH:12][CH:11]=[C:10]([C:14]([CH2:22][CH3:23])([O:17][Si:18]([CH3:21])([CH3:20])[CH3:19])[CH2:15][CH3:16])[CH:9]=2)=[C:31]([CH3:44])[CH:30]=1)[CH2:27][CH3:28])[CH3:25] |f:0.1.2|. Procedure details: A [1,1′-bis(diphenylphosphino)ferrocene]palladium dichloride dichloromethane complex (1.49 mg, 0.002 mmol), a 2 M sodium carbonate solution (0.1 mL, 0.2 mmol) and [1-(3-bromo-phenyl)-1-ethyl-propoxy]-trimethyl-silane (Example 17-(1); 26.25 mg, 0.091 mmol) were added to a solution of (R)-5-(4-{1-ethyl-1-[3-methyl-4-(4,4,5,5-tetramethyl-[1,3,2]dioxaborolan-2-yl)-phenyl]-propyl}-2-methyl-phenoxymethyl)-dihydro-furan-2-one (Example 15-(3); 30 mg, 0.061 mmol) in N,N-dimethylformamide (0.1 mL) at room...